Dataset: the Open Reaction Database (ORD), a public repository of structured organic reaction records. Task: describe an organic reaction: reactants, conditions, products, and yield The reactants are Cl.CN(CCCN=C=NCC)C (1-(3-dimethylaminopropyl)-3-ethylcarbodiimide hydrochloride), [OH-].[Na+] (sodium hydroxide), C(C1=CC=[N+](C=C1)[O-])(=O)O (isonicotinic acid N-oxide), ClC1=CC2=C(C(C3=NC=CC=C3CO2)N2CCNCC2)C=C1 (8-chloro-5,11-dihydro-11-(1-piperazinyl)[1]benzoxepino[4,3-b]pyridine), O.ON1N=NC2=C1C=CC=C2 (1-hydroxybenzotriazole hydrate). The solvent is ClCCl (dichloromethane). Conditions: time 23 hour. Product: ClC1=CC2=C(C(C3=NC=CC=C3CO2)N2CC[N+](CC2)(C(=O)C2=CC=NC=C2)[O-])C=C1 (1-(8-CHLORO-5,11-DIHYDRO[1]BENZOXEPINO[4,3-b]PYRIDIN-11-YL)-4-(4-PYRIDINYLCARBONYL)PIPERAZINE N4 -OXIDE). The yield is 94.9%. RXN SMILES: [C:1]([OH:10])(=O)[C:2]1[CH:7]=[CH:6][N+:5]([O-])=[CH:4][CH:3]=1.[Cl:11][C:12]1[CH:32]=[CH:31][C:15]2[CH:16]([N:25]3[CH2:30][CH2:29][NH:28][CH2:27][CH2:26]3)[C:17]3[C:22]([CH2:23][O:24][C:14]=2[CH:13]=1)=[CH:21][CH:20]=[CH:19][N:18]=3.O.[OH:34]N1C2C=CC=CC=2N=N1.Cl.CN(C)CCCN=C=NCC.[OH-].[Na+]>ClCCl>[Cl:11][C:12]1[CH:32]=[CH:31][C:15]2[CH:16]([N:25]3[CH2:26][CH2:27][N+:28]([O-:34])([C:1]([C:2]4[CH:3]=[CH:4][N:5]=[CH:6][CH:7]=4)=[O:10])[CH2:29][CH2:30]3)[C:17]3[C:22]([CH2:23][O:24][C:14]=2[CH:13]=1)=[CH:21][CH:20]=[CH:19][N:18]=3 |f:2.3,4.5,6.7|. Procedure details: Add isonicotinic acid N-oxide (0.79 g, 5.70 mmole) to 8-chloro-5,11-dihydro-11-(1-piperazinyl)[1]benzoxepino[4,3-b]pyridine (1.50 g, 4.75 mmole) in dichloromethane (30 mL) at 0° C. under a nitrogen atmosphere. Add 1-hydroxybenzotriazole hydrate (0.77 g, 5.70 mmole) and 1-(3-dimethylaminopropyl)-3-ethylcarbodiimide hydrochloride (1.09 g, 5.70 mmole). Warm the reaction mixture up slowly, and stir for 23 hours at room temperature. Add 1N aqueous sodium hydroxide (50 mL), and separate layers. Extrac... Starting materials: BrC=1C(=CC2=C(C(=C(O2)C2=CC=C(C=C2)F)C(=O)OCC)C1)N1C(CCC1)=O (ethyl 5-bromo-2-(4-fluorophenyl)-6-(2-oxopyrrolidin-1-yl)benzofuran-3-carboxylate), [Li+].[OH-] (LiOH). Run in O (water), O1CCOCC1 (dioxane). Conditions: temperature 90 celsius, time 1 hour. Product: BrC=1C(=CC2=C(C(=C(O2)C2=CC=C(C=C2)F)C(=O)O)C1)N1C(CCC1)=O (5-bromo-2-(4-fluorophenyl)-6-(2-oxopyrrolidin-1-yl)benzofuran-3-carboxylic acid). Isolated yield 90.7%. As a reaction SMILES: [Br:1][C:2]1[C:3]([N:23]2[CH2:27][CH2:26][CH2:25][C:24]2=[O:28])=[CH:4][C:5]2[O:9][C:8]([C:10]3[CH:15]=[CH:14][C:13]([F:16])=[CH:12][CH:11]=3)=[C:7]([C:17]([O:19]CC)=[O:18])[C:6]=2[CH:22]=1.[Li+].[OH-]>O1CCOCC1.O>[Br:1][C:2]1[C:3]([N:23]2[CH2:27][CH2:26][CH2:25][C:24]2=[O:28])=[CH:4][C:5]2[O:9][C:8]([C:10]3[CH:15]=[CH:14][C:13]([F:16])=[CH:12][CH:11]=3)=[C:7]([C:17]([OH:19])=[O:18])[C:6]=2[CH:22]=1 |f:1.2|. Procedure details: A solution of ethyl 5-bromo-2-(4-fluorophenyl)-6-(2-oxopyrrolidin-1-yl)benzofuran-3-carboxylate (2.5 g, 5.8 mmol) and LiOH (0.5 g, 21.0 mmol) in dioxane (30 mL) and water (10 mL) was allowed to stir at 90° C. for 1 hour. The mixture was cooled to room temperature and extracted with dichloromethane, the organic extract was washed with brine, dried over Na2SO4 and concentrated to provide 5-bromo-2-(4-fluorophenyl)-6-(2-oxopyrrolidin-1-yl)benzofuran-3-carboxylic acid (2.2 g, yield: 91%). 1H-NMR (CD... Reactants: C1CCOC1, CC(C)CC(=O)O, Cc1ccc(N)cc1-c1ccc(C(=O)NCC2CC2)cc1. Product: Cc1ccc(NC(=O)CC(C)C)cc1-c1ccc(C(=O)NCC2CC2)cc1. Reaction SMILES: [CH2:29]1[O:30][CH2:31][CH2:32][CH2:33]1.[CH3:22][CH:23]([CH3:24])[CH2:25][C:26]([OH:27])=[O:28].[NH2:1][c:2]1[cH:3][cH:4][c:5]([CH3:21])[c:6](-[c:8]2[cH:9][cH:10][c:11]([C:14](=[O:15])[NH:16][CH2:17][CH:18]3[CH2:19][CH2:20]3)[cH:12][cH:13]2)[cH:7]1>>[NH:1]([c:2]1[cH:3][cH:4][c:5]([CH3:21])[c:6](-[c:8]2[cH:9][cH:10][c:11]([C:14](=[O:15])[NH:16][CH2:17][CH:18]3[CH2:19][CH2:20]3)[cH:12][cH:13]2)[cH:7]1)[C:26]([CH2:25][CH:23]([CH3:22])[CH3:24])=[O:27]. Reactants: CC1(C)OCc2cccc(Cc3c[nH]cn3)c2O1, Cl, O. The product is OCc1cccc(Cc2c[nH]cn2)c1O. Reaction SMILES: [CH3:1][C:2]1([CH3:18])[O:3][CH2:4][c:5]2[c:6]([c:8]([CH2:12][c:13]3[n:14][cH:15][nH:16][cH:17]3)[cH:9][cH:10][cH:11]2)[O:7]1.[ClH:19].[OH2:20]>>[OH:3][CH2:4][c:5]1[c:6]([OH:7])[c:8]([CH2:12][c:13]2[n:14][cH:15][nH:16][cH:17]2)[cH:9][cH:10][cH:11]1. The product is C=CCC(C(C)CC)C(O)CC(=O)O. The reactants are CO, [K+], [OH-], C=CCC(C(C)CC)C(O)CC(=O)OC. RXN SMILES: [CH3:16][OH:17].[K+:19].[OH-:18].[OH:1][CH:2]([CH2:3][C:4](=[O:5])[O:6][CH3:7])[CH:8]([CH2:9][CH:10]=[CH2:11])[CH:12]([CH3:13])[CH2:14][CH3:15]>>[OH:1][CH:2]([CH2:3][C:4](=[O:5])[OH:6])[CH:8]([CH2:9][CH:10]=[CH2:11])[CH:12]([CH3:13])[CH2:14][CH3:15]. Reactants: C1(CCCC1)/C(=C/C#N)/N1N=CC(=C1)C=1C2=C(N=CN1)N(C=C2)COCC[Si](C)(C)C ((Z)-3-Cyclopentyl-3-(4-(7-((2-(trimethylsilyl)ethoxy)methyl)-7H-pyrrolo[2,3-d]pyrimidin-4-yl)-1H-pyrazol-1-yl)acrylonitrile), [H][H] (hydrogen), O=O (oxygen), [H][H] (hydrogen). Product: C1(CCCC1)C(CC#N)N1N=CC(=C1)C=1C2=C(N=CN1)N(C=C2)COCC[Si](C)(C)C (3-cyclopentyl-3-(4-(7-((2-(trimethylsilyl)ethoxy)methyl)-7H-pyrrolo[2,3-d]pyrimidin-4-yl)-1H-pyrazol-1-yl)propanenitrile). As a reaction SMILES: [CH:1]1(/[C:6](/[N:10]2[CH:14]=[C:13]([C:15]3[C:16]4[CH:23]=[CH:22][N:21]([CH2:24][O:25][CH2:26][CH2:27][Si:28]([CH3:31])([CH3:30])[CH3:29])[C:17]=4[N:18]=[CH:19][N:20]=3)[CH:12]=[N:11]2)=[CH:7]/[C:8]#[N:9])[CH2:5][CH2:4][CH2:3][CH2:2]1.O=O.[H][H]>>[CH:1]1([CH:6]([N:10]2[CH:14]=[C:13]([C:15]3[C:16]4[CH:23]=[CH:22][N:21]([CH2:24][O:25][CH2:26][CH2:27][Si:28]([CH3:29])([CH3:31])[CH3:30])[C:17]=4[N:18]=[CH:19][N:20]=3)[CH:12]=[N:11]2)[CH2:7][C:8]#[N:9])[CH2:5][CH2:4][CH2:3][CH2:2]1. Procedure: General screening procedure for asymmetric hydrogenation using the substrate, (Z)-3-cyclopentyl-3-(4-(7-(2-(trimethylsilyl)ethoxy)methyl)-7H-pyrrolo[2,3-d]pyrimidin-4-yl)-1H-pyrazol-1-yl)acrylonitrile (19), to afford optically enriched product, 3-cyclopentyl-3-(4-(7-((2-(trimethylsilyl)ethoxy)methyl)-7H-pyrrolo[2,3-d]pyrimidin-4-yl)-1H-pyrazol-1-yl)propanenitrile ((R)-20 or (S)-20): A 300 mL-volume autoclave with glass vial (20 mL) was charged with the substrate (19), the catalyst (metal, ligand... The reactants are [N+](=O)([O-])C=1C=NC=CC1OC1CCC(CC1)C(=O)OC (Methyl 4-[(3-nitro-4-pyridyl)oxy]cyclohexanecarboxylate), Cl (HCl), O (Water), NC1=NN2C(N=CC(=C2)CC#N)=C1C(=O)ON1N=NC2=C1C=CC=C2 (1H-benzo[d][1,2,3]triazol-1-yl 2-amino-6-(cyanomethyl)pyrazolo[1,5-a]pyrimidine-3-carboxylate). The solvent is CO (MeOH), C1CCOC1 (THF), C(C)(=O)OCC (Ethyl acetate). Reaction conditions: time 8 hour. The product is [N+](=O)([O-])C=1C=NC=CC1OC1CCC(CC1)C(=O)O (4-[(3-nitro-4-pyridyl)oxy]cyclohexanecarboxylic acid). Reaction SMILES: [N+:1]([C:4]1[CH:5]=[N:6][CH:7]=[CH:8][C:9]=1[O:10][CH:11]1[CH2:16][CH2:15][CH:14]([C:17]([O:19]C)=[O:18])[CH2:13][CH2:12]1)([O-:3])=[O:2].O.NC1C(C(ON2C3C=CC=CC=3N=N2)=O)=C2N=CC(CC#N)=CN2N=1.Cl>C1COCC1.C(OCC)(=O)C.CO>[N+:1]([C:4]1[CH:5]=[N:6][CH:7]=[CH:8][C:9]=1[O:10][CH:11]1[CH2:12][CH2:13][CH:14]([C:17]([OH:19])=[O:18])[CH2:15][CH2:16]1)([O-:3])=[O:2]. Reported procedure: Methyl 4-[(3-nitro-4-pyridyl)oxy]cyclohexanecarboxylate (250.0 mg, 0.8920 mmol) (prepared according to methods similar to the one depicted in Step 1 of preparation O-1) in THF (2.748 mL), Water (2.748 mL) and MeOH (1.5 mL) solution was stirred at RT and treated with Lithium hydroxide monohydrate (Water (1)) (224.6 mg, 5.352 mmol). The mixture was stirred at RT overnight, then was concentrated under reduced pressure to remove the organics. The aqueous solution was cooled in an ice bath then acidi... Starting materials: C(C)(=O)O[C@H]1[C@@H](O[C@@H]([C@H]1OC(C)=O)C=1N=NN(N1)CC)N1C2=NC(=NC(=C2N=C1)NCC(C1=CC=CC=C1)C1=CC=CC=C1)CNC(=O)NCCN(C(C)C)C1CCCC1 ((2R,3R,4R,5R)-4-(acetoxy)-2-{2-({[({2-[cyclopentyl(isopropyl)amino]ethyl}amino)carbonyl]amino}methyl)-6-[(2,2-diphenylethyl)amino]-9H-purin-9-yl}-5-(2-ethyl-2H-tetrazol-5-yl)tetrahydro-3-furanyl acetate), C([O-])([O-])=O.[Na+].[Na+] (sodium carbonate). Run in CO (methanol). Yields the product C1(CCCC1)N(CCNC(=O)NCC1=NC(=C2N=CN(C2=N1)[C@@H]1O[C@@H]([C@H]([C@H]1O)O)C=1N=NN(N1)CC)NCC(C1=CC=CC=C1)C1=CC=CC=C1)C(C)C (N-{2-[Cyclopentyl(isopropyl)amino]ethyl}-N′-({6-[(2,2-diphenylethyl)amino]-9-[(2R,3R,4S,5R)-5-(2-ethyl-2H-tetrazol-5-yl)-3,4-dihydroxytetrahydro-2-furanyl]-9H-purin-2-yl}methyl)urea). Yield: 29.6%. Reaction SMILES: C([O:4][C@@H:5]1[C@H:9]([O:10]C(=O)C)[C@@H:8]([C:14]2[N:15]=[N:16][N:17]([CH2:19][CH3:20])[N:18]=2)[O:7][C@H:6]1[N:21]1[CH:29]=[N:28][C:27]2[C:22]1=[N:23][C:24]([CH2:45][NH:46][C:47]([NH:49][CH2:50][CH2:51][N:52]([CH:56]1[CH2:60][CH2:59][CH2:58][CH2:57]1)[CH:53]([CH3:55])[CH3:54])=[O:48])=[N:25][C:26]=2[NH:30][CH2:31][CH:32]([C:39]1[CH:44]=[CH:43][CH:42]=[CH:41][CH:40]=1)[C:33]1[CH:38]=[CH:37][CH:36]=[CH:35][CH:34]=1)(=O)C.C(=O)([O-])[O-].[Na+].[Na+]>CO>[CH:56]1([N:52]([CH:53]([CH3:54])[CH3:55])[CH2:51][CH2:50][NH:49][C:47]([NH:46][CH2:45][C:24]2[N:23]=[C:22]3[C:27]([N:28]=[CH:29][N:21]3[C@H:6]3[C@H:5]([OH:4])[C@H:9]([OH:10])[C@@H:8]([C:14]4[N:15]=[N:16][N:17]([CH2:19][CH3:20])[N:18]=4)[O:7]3)=[C:26]([NH:30][CH2:31][CH:32]([C:33]3[CH:34]=[CH:35][CH:36]=[CH:37][CH:38]=3)[C:39]3[CH:44]=[CH:43][CH:42]=[CH:41][CH:40]=3)[N:25]=2)=[O:48])[CH2:57][CH2:58][CH2:59][CH2:60]1 |f:1.2.3|. Procedure details: A solution of (2R,3R,4R,5R)-4-(acetoxy)-2-{2-({[({2-[cyclopentyl(isopropyl)amino]ethyl}amino)carbonyl]amino}methyl)-6-[(2,2-diphenylethyl)amino]-9H-purin-9-yl}-5-(2-ethyl-2H-tetrazol-5-yl)tetrahydro-3-furanyl acetate (Preparation 45) (135 mg, 0.16 mmol) and sodium carbonate (5 mg, 0.05 mmol) in methanol (5 ml) was stirred at room temperature overnight. The solvent was evaporated under reduced pressure and the residue was purified by column chromatography on silica gel eluting with a gradient sys... The reactants are COC(=O)CCc1c(C)[nH]c(C=O)c1C, Cl, [Na+], [OH-]. Yields the product Cc1[nH]c(C=O)c(C)c1CCC(=O)O. As a reaction SMILES: [CH3:1][c:2]1[nH:3][c:4]([CH:14]=[O:15])[c:5]([CH3:13])[c:6]1[CH2:7][CH2:8][C:9](=[O:10])[O:11][CH3:12].[ClH:16].[Na+:18].[OH-:17]>>[CH3:1][c:2]1[nH:3][c:4]([CH:14]=[O:15])[c:5]([CH3:13])[c:6]1[CH2:7][CH2:8][C:9](=[O:10])[OH:11]. Reactants: Clc1cc(Cl)n2nc(OCc3ccccc3)cc2n1, C1COCCN1, C1COCCO1. The product is Clc1cc(N2CCOCC2)n2nc(OCc3ccccc3)cc2n1. RXN SMILES: [CH2:1]([c:2]1[cH:3][cH:4][cH:5][cH:6][cH:7]1)[O:8][c:9]1[n:10][n:11]2[c:12]([n:13][c:14]([Cl:18])[cH:15][c:16]2[Cl:17])[cH:19]1.[CH2:20]1[CH2:21][O:22][CH2:23][CH2:24][NH:25]1.[CH2:26]1[O:27][CH2:28][CH2:29][O:30][CH2:31]1>>[CH2:1]([c:2]1[cH:3][cH:4][cH:5][cH:6][cH:7]1)[O:8][c:9]1[n:10][n:11]2[c:12]([n:13][c:14]([Cl:18])[cH:15][c:16]2[N:25]2[CH2:20][CH2:21][O:22][CH2:23][CH2:24]2)[cH:19]1.